Dataset: the Open Reaction Database (ORD), a public repository of structured organic reaction records. Task: describe an organic reaction: reactants, conditions, products, and yield The reactants are CC(C)(C)N(C1=C(C(=O)NCC)C=CC=C1)C (2-[(1,1-Dimethylethyl)methylamino]-N-ethylbenzamide), ClC(C(Cl)(Cl)Cl)(Cl)Cl (hexachloroethane), [Li]C(C)CC (s-BuLi), C1CCCCC1 (cyclohexane), C(=O)=O.CC(=O)C (dry-ice acetone), CN(C)CCN(C)C (TMEDA). Run in O (water), C1CCOC1 (THF), C1CCOC1 (THF), C1CCOC1 (THF). Conditions: temperature -78 celsius, time 30 minute. Product: ClC1=C(C(=O)NCC)C(=CC=C1)N(C)C(C)(C)C (2-Chloro-6-[(1,1-dimethylethyl)methylamino]-N-ethylbenzamide). The yield is 61.4%. Reaction SMILES: [Li]C(CC)C.C1CCCCC1.C(=O)=O.CC(C)=O.CN(CCN(C)C)C.[CH3:27][C:28]([N:31]([CH3:43])[C:32]1[CH:42]=[CH:41][CH:40]=[CH:39][C:33]=1[C:34]([NH:36][CH2:37][CH3:38])=[O:35])([CH3:30])[CH3:29].[Cl:44]C(Cl)(Cl)C(Cl)(Cl)Cl>C1COCC1.O>[Cl:44][C:39]1[CH:40]=[CH:41][CH:42]=[C:32]([N:31]([C:28]([CH3:29])([CH3:30])[CH3:27])[CH3:43])[C:33]=1[C:34]([NH:36][CH2:37][CH3:38])=[O:35] |f:2.3|. Procedure: A solution of 1.3M s-BuLi in cyclohexane (5.7 mL, 7.5 mmol) was added dropwise to a dry-ice/acetone cooled solution of TMEDA (0.5 mL, 3.6 mmol) in THF (10 mL), followed by the dropwise addition of a solution of the compound of Example 188 (0.7 g, 3.0 mmol) in THF (5 mL). The reaction mixture was stirred at -78° C. for 30 min, then hexachloroethane (2.1 g, 9.0 mmol) in THF (5 mL) was added. This mixture was stirred for 30 min at -78° C., then was warmed to -30° C., diluted with water, and extract... Starting materials: BrCC1=CC=C(S1)C#N (5-bromomethylthiophene-2-carbonitrile), C1N2CN3CN1CN(C2)C3 (hexamethylenetetramine), CC1=CC=C(S1)C#N (5-methylthiophene-2-carbonitrile), BrN1C(CCC1=O)=O (N-bromosuccinimide). Reagents/catalysts: C(C1=CC=CC=C1)(=O)OOC(C1=CC=CC=C1)=O (benzoyl peroxide). Run in C(Cl)(Cl)(Cl)Cl (carbon tetrachloride), C(Cl)(Cl)Cl (chloroform), O (water), C(C)(=O)O (acetic acid). Yields the product C(#N)C1=CC=C(S1)C=O (5-cyanothiophene-2-aldehyde). Yield: 44.8%. As a reaction SMILES: Br[CH2:2][C:3]1[S:7][C:6]([C:8]#[N:9])=[CH:5][CH:4]=1.CC1SC(C#N)=CC=1.BrN1C(=[O:24])CCC1=O.C1N2CN3CN(C2)CN1C3>C(Cl)(Cl)(Cl)Cl.C(Cl)(Cl)Cl.C(O)(=O)C.C(OOC(=O)C1C=CC=CC=1)(=O)C1C=CC=CC=1.O>[C:8]([C:6]1[S:7][C:3]([CH:2]=[O:24])=[CH:4][CH:5]=1)#[N:9]. Procedure details: 8 g of 5-bromomethylthiophene-2-carbonitrile (prepared by brominating 5.7 g of 5-methylthiophene-2-carbonitrile and 8.42 g of N-bromosuccinimide in 68 ml of carbon tetrachloride under exposure to light and with the addition of 185 mg of benzoyl peroxide) is refluxed for 30 minutes in 35 ml of chloroform with 5.6 g of hexamethylenetetramine. The precipitated salt is suctioned off and refluxed in 30 ml of acetic acid and 30 ml of water for 2 hours. After extraction with ether, washing of the ether... Starting materials: [N+](=O)(O)[O-] (nitric acid), BrC1=CC=C(C=O)C=C1 (4-Bromobenzaldehyde). Solvent: S(O)(O)(=O)=O (sulfuric acid), S(O)(O)(=O)=O (sulfuric acid). Reaction conditions: time 8 hour. Product: BrC1=C(C=C(C=O)C=C1)[N+](=O)[O-] (4-Bromo-3-nitrobenzaldehyde). Isolated yield 91.8%. Reaction SMILES: [Br:1][C:2]1[CH:9]=[CH:8][C:5]([CH:6]=[O:7])=[CH:4][CH:3]=1.[N+:10]([O-])([OH:12])=[O:11]>S(=O)(=O)(O)O>[Br:1][C:2]1[CH:9]=[CH:8][C:5]([CH:6]=[O:7])=[CH:4][C:3]=1[N+:10]([O-:12])=[O:11]. Procedure details: 4-Bromobenzaldehyde (5.0 g, 27 mmol) was slowly added to concentrated sulfuric acid (25 mL) at 0 IC followed by dropwise addition of fuiming nitric acid (1.7 mL, 40.5 mmol) in concentrated sulfuric acid (8 mL). The reaction mixture was stirred at room temperature overnight, then poured onto ice water to provide 5.7 g of the title compound. Starting materials: C(C)(=O)O[BH-](OC(C)=O)OC(C)=O.[Na+] (Sodium triacetoxyborohydride), C(C)OC(=O)C=1N=C(N(C1CC=O)C1=C(C=CC=C1)Cl)C1=CC=C(C=C1)Cl (2-(4-chloro-phenyl)-1-(2-chloro-phenyl)-5-(2-oxo-ethyl)-1H-imidazole-4-carboxylic acid ethyl ester), C1(CCCC1)N (cyclopentylamine), C(C)(=O)O (acetic acid). Run in ClCCCl (1,2-dichlorethane). The product is C(C)OC(=O)C=1N=C(N(C1CCNC1CCCC1)C1=C(C=CC=C1)Cl)C1=CC=C(C=C1)Cl (2-(4-Chloro-phenyl)-1-(2-chloro-phenyl)-5-(2-cyclopentylamino-ethyl)-1H-imidazole-4-carboxylic acid ethyl ester). Isolated yield 55.4%. Reaction SMILES: C(O[BH-](OC(=O)C)OC(=O)C)(=O)C.[Na+].[CH2:15]([O:17][C:18]([C:20]1[N:21]=[C:22]([C:35]2[CH:40]=[CH:39][C:38]([Cl:41])=[CH:37][CH:36]=2)[N:23]([C:28]2[CH:33]=[CH:32][CH:31]=[CH:30][C:29]=2[Cl:34])[C:24]=1[CH2:25][CH:26]=O)=[O:19])[CH3:16].[CH:42]1([NH2:47])[CH2:46][CH2:45][CH2:44][CH2:43]1.C(O)(=O)C>ClCCCl>[CH2:15]([O:17][C:18]([C:20]1[N:21]=[C:22]([C:35]2[CH:36]=[CH:37][C:38]([Cl:41])=[CH:39][CH:40]=2)[N:23]([C:28]2[CH:33]=[CH:32][CH:31]=[CH:30][C:29]=2[Cl:34])[C:24]=1[CH2:25][CH2:26][NH:47][CH:42]1[CH2:46][CH2:45][CH2:44][CH2:43]1)=[O:19])[CH3:16] |f:0.1|. Procedure details: Sodium triacetoxyborohydride (32 mg, 0.152 mmol) was added to a solution of 2-(4-chloro-phenyl)-1-(2-chloro-phenyl)-5-(2-oxo-ethyl)-1H-imidazole-4-carboxylic acid ethyl ester I-5h (34 mg, 0.084 mmol), cyclopentylamine (12 μl, 0.118 mmol), and acetic acid (5 μl, 0.09 mmol) in 1,2-dichlorethane (2 ml) at room temperature. The reaction mixture was quenched with 1N NaOH and extracted with CH2Cl2 (3×). The combined CH2Cl2 extracts were washed with sat'd aq NaCl, dried, and concentrated in vacuo. The ... Starting materials: O=C(c1ncc[nH]1)c1ncc[nH]1, Cc1noc(-c2ccc(-c3ccc(C4(C(=O)O)CC4)cc3)cc2)c1C(O)COCc1ccccc1, C1CCOC1, CS(N)(=O)=O, CN(C)c1ccncc1, C1CCC2=NCCCN2CC1. Product: Cc1noc(-c2ccc(-c3ccc(C4(C(=O)NS(C)(=O)=O)CC4)cc3)cc2)c1C(O)COCc1ccccc1. Reaction SMILES: [C:36]([c:37]1[nH:38][cH:39][cH:40][n:41]1)([c:42]1[nH:43][cH:44][cH:45][n:46]1)=[O:47].[CH2:1]([c:2]1[cH:3][cH:4][cH:5][cH:6][cH:7]1)[O:8][CH2:9][CH:10]([OH:11])[c:12]1[c:13]([CH3:35])[n:14][o:15][c:16]1-[c:17]1[cH:18][cH:19][c:20](-[c:23]2[cH:24][cH:25][c:26]([C:29]3([C:32](=[O:33])[OH:34])[CH2:30][CH2:31]3)[cH:27][cH:28]2)[cH:21][cH:22]1.[CH2:64]1[O:65][CH2:66][CH2:67][CH2:68]1.[CH3:48][S:49](=[O:50])(=[O:51])[NH2:52].[CH3:69][N:70]([CH3:71])[c:72]1[cH:73][cH:74][n:75][cH:76][cH:77]1.[N:53]12[CH2:54][CH2:55][CH2:56][N:57]=[C:58]1[CH2:59][CH2:60][CH2:61][CH2:62][CH2:63]2>>[CH2:1]([c:2]1[cH:3][cH:4][cH:5][cH:6][cH:7]1)[O:8][CH2:9][CH:10]([OH:11])[c:12]1[c:13]([CH3:35])[n:14][o:15][c:16]1-[c:17]1[cH:18][cH:19][c:20](-[c:23]2[cH:24][cH:25][c:26]([C:29]3([C:32](=[O:33])[NH:52][S:49]([CH3:48])(=[O:50])=[O:51])[CH2:30][CH2:31]3)[cH:27][cH:28]2)[cH:21][cH:22]1. Reactants: BrCCBr, N#Cc1cc(F)c(O)c(F)c1, [K+], [K+], O=C([O-])[O-], CN(C)C=O. The product is N#Cc1cc(F)c(OCCBr)c(F)c1. Reaction SMILES: [Br:18][CH2:19][CH2:20][Br:21].[F:1][c:2]1[cH:3][c:4]([C:5]#[N:6])[cH:7][c:8]([F:11])[c:9]1[OH:10].[K+:12].[K+:13].[O-:14][C:15]([O-:16])=[O:17].[O:22]=[CH:23][N:24]([CH3:25])[CH3:26]>>[F:1][c:2]1[cH:3][c:4]([C:5]#[N:6])[cH:7][c:8]([F:11])[c:9]1[O:10][CH2:20][CH2:19][Br:18]. Reactants: ClC=1C=CC(=NC1)NC(C1=C(C=C(C=C1)C1=NOC(C1)(C(F)(F)F)C1=CC(=CC(=C1)Cl)Cl)C)=O (N-(5-chloro-2-pyridyl)-4-[5-(3,5-dichlorophenyl)-5-trifluoromethyl-4,5-dihydroisoxazol-3-yl]-2-methyl benzoic acid amide), [H-].[Na+] (sodium hydride), ClC(=O)OC (methyl chloroformate), [H][H] (hydrogen). Run in O1CCCC1 (tetrahydrofuran), ice water. Reaction conditions: time 10 minute. Yields the product ClC=1C=CC(=NC1)N(C(OC)=O)C(C1=C(C=C(C=C1)C1=NOC(C1)(C(F)(F)F)C1=CC(=CC(=C1)Cl)Cl)C)=O (methyl N-(5-chloro-2-pyridyl)-N-[4-[5-(3,5-dichlorophenyl)-5-trifluoromethyl-4,5-dihydro-isoxazole-3-yl]-2-methylbenzoyl]carbamate). Isolated yield 87.1%. RXN SMILES: [Cl:1][C:2]1[CH:3]=[CH:4][C:5]([NH:8][C:9](=[O:34])[C:10]2[CH:15]=[CH:14][C:13]([C:16]3[CH2:20][C:19]([C:25]4[CH:30]=[C:29]([Cl:31])[CH:28]=[C:27]([Cl:32])[CH:26]=4)([C:21]([F:24])([F:23])[F:22])[O:18][N:17]=3)=[CH:12][C:11]=2[CH3:33])=[N:6][CH:7]=1.[H-].[Na+].[H][H].Cl[C:40]([O:42][CH3:43])=[O:41]>O1CCCC1>[Cl:1][C:2]1[CH:3]=[CH:4][C:5]([N:8]([C:9](=[O:34])[C:10]2[CH:15]=[CH:14][C:13]([C:16]3[CH2:20][C:19]([C:25]4[CH:26]=[C:27]([Cl:32])[CH:28]=[C:29]([Cl:31])[CH:30]=4)([C:21]([F:23])([F:24])[F:22])[O:18][N:17]=3)=[CH:12][C:11]=2[CH3:33])[C:40](=[O:41])[O:42][CH3:43])=[N:6][CH:7]=1 |f:1.2|. Procedure details: In a solution of 0.30 g of N-(5-chloro-2-pyridyl)-4-[5-(3,5-dichlorophenyl)-5-trifluoromethyl-4,5-dihydroisoxazol-3-yl]-2-methyl benzoic acid amide in 3 mL of tetrahydrofuran, 0.037 g of 60% oily sodium hydride was added and stirred at room temperature for 10 minutes. After ceasing the generation of hydrogen gas, 0.080 g of methyl chloroformate was added under cooling with ice and with stirring, and continued to stir at the same temperature further for 10 minutes. After the completion of the rea... The reactants are COC(=O)[C@@H]1CC[C@H](CC1)C1=NC(=C2N1C=CN=C2N)C2=CC(=CC=C2)OCC2=CC=CC=C2 (trans-4-[8-Amino-1-(3-benzyloxy-phenyl)-imidazo[1,5-a]pyrazin-3-yl]-cyclohexanecarboxylic acid methyl ester). Solvent: Cl (HCl), O1CCOCC1 (dioxane). Product: COC(=O)[C@@H]1CC[C@H](CC1)C1=NC(=C2N1C=CN=C2N)C2=CC(=CC=C2)O (trans-4-[8-Amino-1-(3-hydroxy-phenyl)-imidazo[1,5-a]pyrazin-3-yl]cyclohexanecarboxylic acid methyl ester). The yield is 196.0%. Reaction SMILES: [CH3:1][O:2][C:3]([C@H:5]1[CH2:10][CH2:9][C@H:8]([C:11]2[N:15]3[CH:16]=[CH:17][N:18]=[C:19]([NH2:20])[C:14]3=[C:13]([C:21]3[CH:26]=[CH:25][CH:24]=[C:23]([O:27]CC4C=CC=CC=4)[CH:22]=3)[N:12]=2)[CH2:7][CH2:6]1)=[O:4]>Cl.O1CCOCC1>[CH3:1][O:2][C:3]([C@H:5]1[CH2:10][CH2:9][C@H:8]([C:11]2[N:15]3[CH:16]=[CH:17][N:18]=[C:19]([NH2:20])[C:14]3=[C:13]([C:21]3[CH:26]=[CH:25][CH:24]=[C:23]([OH:27])[CH:22]=3)[N:12]=2)[CH2:7][CH2:6]1)=[O:4]. Reported procedure: A solution of trans-4-[8-Amino-1-(3-benzyloxy-phenyl)-imidazo[1,5-a]pyrazin-3-yl]-cyclohexanecarboxylic acid methyl ester (50 mg, 0.110 mmol) in 4M HCl in dioxane (2 mL) was heated to 75° C. in a oil-bath for ˜2 h. The reaction mixture was allowed to cool to rt, the dioxane was decanted off and the reaction mixture was quenched with 7N NH3 in MeOH solution (˜2 mL). This crude mixture was concentrated in vacuo resulting in 79 mg of an off-white solid (containing NH4Cl salts). The crude material w...